This data is from the Open Reaction Database (ORD), a public repository of structured organic reaction records. The task is: describe an organic reaction: reactants, conditions, products, and yield The reactants are O (Water), C(C)(C)(C)OC(=O)N1C(CC(CC1CC)NC1=NC=C(C=N1)O)CC (2,6-diethyl-4-(5-hydroxy-pyrimidin-2-ylamino)-piperidine-1-carboxylic acid tert-butyl ester), C([O-])([O-])=O.[K+].[K+] (potassium carbonate), C(C1=CC=CC=C1)N (benzylamine). The solvent is CN(C)C=O (DMF). Conditions: time 2 hour. Product: C(C)(C)OC(=O)N1C(CC(CC1CC)NC1=NC=C(C=N1)OCC1=CC=CC=C1)CC (4-(5-benzyloxy-pyrimidin-2-ylamino)-2,6-diethylpiperidine-1-carboxylic acid isopropyl ester). Yield: 171.7%. Reaction SMILES: [C:1]([O:5][C:6]([N:8]1[CH:13]([CH2:14][CH3:15])[CH2:12][CH:11]([NH:16][C:17]2[N:22]=[CH:21][C:20]([OH:23])=[CH:19][N:18]=2)[CH2:10][CH:9]1[CH2:24][CH3:25])=[O:7])([CH3:4])([CH3:3])C.C(=O)([O-])[O-].[K+].[K+].[CH2:32](N)[C:33]1[CH:38]=[CH:37][CH:36]=[CH:35][CH:34]=1.O>CN(C=O)C>[CH:1]([O:5][C:6]([N:8]1[CH:13]([CH2:14][CH3:15])[CH2:12][CH:11]([NH:16][C:17]2[N:18]=[CH:19][C:20]([O:23][CH2:32][C:33]3[CH:38]=[CH:37][CH:36]=[CH:35][CH:34]=3)=[CH:21][N:22]=2)[CH2:10][CH:9]1[CH2:24][CH3:25])=[O:7])([CH3:3])[CH3:4] |f:1.2.3|. Procedure details: To a mixture of 2,6-diethyl-4-(5-hydroxy-pyrimidin-2-ylamino)-piperidine-1-carboxylic acid tert-butyl ester (1.72 mmol, 580 mg) and potassium carbonate (3.23 mmol, 1.12 g) in DMF (12 mL) is added benzylamine (3.53 mmol, 0.42 mL) at room temperature and stirred for 2 hours. Water is added to the mixture, and the precipitate is collected and washed with hexane to give 4-(5-benzyloxy-pyrimidin-2-ylamino)-2,6-diethylpiperidine-1-carboxylic acid isopropyl ester (1.26 g, 74%) as a colorless solid. To ... Starting materials: Cc1ccccc1, CCCCCC, Cc1cc(N)c(C)c(Cl)c1Oc1ccc(-c2ccccc2)cc1Cl, O=C=NC(=O)c1ccccc1Cl. Product: Cc1cc(NC(=O)NC(=O)c2ccccc2Cl)c(C)c(Cl)c1Oc1ccc(-c2ccccc2)cc1Cl. As a reaction SMILES: [CH3:37][c:38]1[cH:39][cH:40][cH:41][cH:42][cH:43]1.[CH3:44][CH2:45][CH2:46][CH2:47][CH2:48][CH3:49].[Cl:1][c:2]1[c:3]([O:4][c:5]2[c:6]([Cl:14])[c:7]([CH3:13])[c:8]([NH2:9])[cH:10][c:11]2[CH3:12])[cH:15][cH:16][c:17](-[c:19]2[cH:20][cH:21][cH:22][cH:23][cH:24]2)[cH:18]1.[Cl:25][c:26]1[c:27]([C:28](=[O:29])[N:30]=[C:31]=[O:32])[cH:33][cH:34][cH:35][cH:36]1>>[Cl:1][c:2]1[c:3]([O:4][c:5]2[c:6]([Cl:14])[c:7]([CH3:13])[c:8]([NH:9][C:31]([NH:30][C:28]([c:27]3[c:26]([Cl:25])[cH:36][cH:35][cH:34][cH:33]3)=[O:29])=[O:32])[cH:10][c:11]2[CH3:12])[cH:15][cH:16][c:17](-[c:19]2[cH:20][cH:21][cH:22][cH:23][cH:24]2)[cH:18]1. Reactants: C(CC)C1=CC=C(C=C1)C1=C2C(=NO1)C1=CC=C(C=C1CC2)O (3-(4-propylphenyl)-4,5-dihydronaphtho[1,2-c]isoxazol-7-ol), C([O-])([O-])=O.[K+].[K+] (potassium carbonate), CC1=CC=C(C=C1)S(=O)(=O)OC[C@@H]1OC(OC1)(C)C ((R)-(2,2-dimethyl-1,3-dioxolan-4-yl)methyl 4-methylbenzenesulfonate), CC1=CC=C(C=C1)S(=O)(=O)OC[C@@H]1OC(OC1)(C)C ((R)-(2,2-dimethyl-1,3-dioxolan-4-yl)methyl 4-methylbenzenesulfonate), Cl (hydrochloric acid). Run in CO (methanol), C(C)#N (acetonitrile), C(C)O (ethanol). Conditions: temperature 120 celsius, time 1.5 hour. Product: C(CC)C1=CC=C(C=C1)C1=C2C(=NO1)C1=CC=C(C=C1CC2)OC[C@@H](CO)O ((R)-3-(3-(4-Propylphenyl)-4,5-dihydronaphtho[1,2-c]isoxazol-7-yloxy)propane-1,2-diol). RXN SMILES: [CH2:1]([C:4]1[CH:9]=[CH:8][C:7]([C:10]2[O:14][N:13]=[C:12]3[C:15]4[C:20]([CH2:21][CH2:22][C:11]=23)=[CH:19][C:18]([OH:23])=[CH:17][CH:16]=4)=[CH:6][CH:5]=1)[CH2:2][CH3:3].C(=O)([O-])[O-].[K+].[K+].CC1C=CC(S([O:40][CH2:41][C@H:42]2[CH2:46]OC(C)(C)[O:43]2)(=O)=O)=CC=1.Cl>C(#N)C.C(O)C.CO>[CH2:1]([C:4]1[CH:9]=[CH:8][C:7]([C:10]2[O:14][N:13]=[C:12]3[C:15]4[C:20]([CH2:21][CH2:22][C:11]=23)=[CH:19][C:18]([O:23][CH2:46][C@H:42]([OH:43])[CH2:41][OH:40])=[CH:17][CH:16]=4)=[CH:6][CH:5]=1)[CH2:2][CH3:3] |f:1.2.3|. Reported procedure: To a solution of 3-(4-propylphenyl)-4,5-dihydronaphtho[1,2-c]isoxazol-7-ol (Example 9, 0.1 g, 0.327 mmol) in acetonitrile (2 mL) was added potassium carbonate (0.100 g, 0.720 mmol) and (R)-(2,2-dimethyl-1,3-dioxolan-4-yl)methyl 4-methylbenzenesulfonate (0.094 g, 0.327 mmol) at room temperature. The heterogeneous reaction mixture was heated at 120° C. in a microwave reactor for 1 h. Next, 2 mL of methanol was added followed by additional (R)-(2,2-dimethyl-1,3-dioxolan-4-yl)methyl 4-methylbenzenes... As a reaction SMILES: [CH3:40][CH2:41][OH:42].[Cl:2][c:3]1[n:4][cH:5][c:6]2[c:7]([n:24]1)[N:8]([CH:17]1[CH2:18][C:19]([F:22])([F:23])[CH2:20][CH2:21]1)[CH2:9][C:10]1([CH2:11][CH2:12]1)[C:13](=[O:16])[N:14]2[CH3:15].[ClH:1].[NH2:25][c:26]1[c:27]([O:38][CH3:39])[cH:28][c:29]([C:30](=[O:31])[NH:32][CH:33]2[CH2:34][CH2:35]2)[cH:36][cH:37]1.[OH2:43]>>[c:3]1([NH:25][c:26]2[c:27]([O:38][CH3:39])[cH:28][c:29]([C:30](=[O:31])[NH:32][CH:33]3[CH2:34][CH2:35]3)[cH:36][cH:37]2)[n:4][cH:5][c:6]2[c:7]([n:24]1)[N:8]([CH:17]1[CH2:18][C:19]([F:22])([F:23])[CH2:20][CH2:21]1)[CH2:9][C:10]1([CH2:11][CH2:12]1)[C:13](=[O:16])[N:14]2[CH3:15]. Yields the product COc1cc(C(=O)NC2CC2)ccc1Nc1ncc2c(n1)N(C1CCC(F)(F)C1)CC1(CC1)C(=O)N2C. Reactants: CCO, CN1C(=O)C2(CC2)CN(C2CCC(F)(F)C2)c2nc(Cl)ncc21, Cl, COc1cc(C(=O)NC2CC2)ccc1N, O. Starting materials: COC1=C(C=C(C=C1)[C@H]1[C@H](CCCC1)[N+](=O)[O-])OC ((+/-)-cis-1,2-dimethoxy-4-(2-nitrocyclohexyl)benzene), O.NN (hydrazine hydrate). The reagents and catalysts are [Ni] (Raney nickel). The solvent is CO (methanol). Reaction conditions: time 8 hour. Product: COC1=C(C=C(C=C1)[C@H]1[C@H](CCCC1)N)OC ((+/-)-cis-1,2-Dimethoxy-4-(2-aminocyclohexyl)benzene). As a reaction SMILES: [CH3:1][O:2][C:3]1[CH:8]=[CH:7][C:6]([C@@H:9]2[CH2:14][CH2:13][CH2:12][CH2:11][C@@H:10]2[N+:15]([O-])=O)=[CH:5][C:4]=1[O:18][CH3:19].O.NN>CO.[Ni]>[CH3:1][O:2][C:3]1[CH:8]=[CH:7][C:6]([C@@H:9]2[CH2:14][CH2:13][CH2:12][CH2:11][C@@H:10]2[NH2:15])=[CH:5][C:4]=1[O:18][CH3:19] |f:1.2|. Procedure: 8.5 g of (+/-)-cis-1,2-dimethoxy-4-(2-nitrocyclohexyl)benzene are dissolved in 400 ml of methanol and treated in portions with 7 ml of hydrazine hydrate and 2.5 g of Raney nickel at RT in the course of 8 h. After stirring overnight at RT, the reaction mixture is filtered, the filtrate is concentrated and the residue is chromatographed on silica gel using a mixture of toluene/ethyl acetate/triethylamine=(4:2:0.5). The reactants are CC(C)(C)OC(=O)N1CC(O)C(c2ccc(OCCCOc3ccccc3C#N)cc2)C(OCC2COC(C)(C)O2)C1, COc1cc(CCl)cc2ccccc12. Product: COc1cc(COC2CN(C(=O)OC(C)(C)C)CC(OCC3COC(C)(C)O3)C2c2ccc(OCCCOc3ccccc3C#N)cc2)cc2ccccc12. RXN SMILES: [C:1]([CH3:2])([CH3:3])([CH3:4])[O:5][C:6](=[O:7])[N:8]1[CH2:9][CH:10]([O:34][CH2:35][CH:36]2[O:37][C:38]([CH3:41])([CH3:42])[O:39][CH2:40]2)[CH:11]([c:15]2[cH:16][cH:17][c:18]([O:21][CH2:22][CH2:23][CH2:24][O:25][c:26]3[c:27]([C:32]#[N:33])[cH:28][cH:29][cH:30][cH:31]3)[cH:19][cH:20]2)[CH:12]([OH:14])[CH2:13]1.[Cl:43][CH2:44][c:45]1[cH:46][c:47]([O:55][CH3:56])[c:48]2[cH:49][cH:50][cH:51][cH:52][c:53]2[cH:54]1>>[C:1]([CH3:2])([CH3:3])([CH3:4])[O:5][C:6](=[O:7])[N:8]1[CH2:9][CH:10]([O:34][CH2:35][CH:36]2[O:37][C:38]([CH3:41])([CH3:42])[O:39][CH2:40]2)[CH:11]([c:15]2[cH:16][cH:17][c:18]([O:21][CH2:22][CH2:23][CH2:24][O:25][c:26]3[c:27]([C:32]#[N:33])[cH:28][cH:29][cH:30][cH:31]3)[cH:19][cH:20]2)[CH:12]([O:14][CH2:44][c:45]2[cH:46][c:47]([O:55][CH3:56])[c:48]3[cH:49][cH:50][cH:51][cH:52][c:53]3[cH:54]2)[CH2:13]1.